This data is from the Open Reaction Database (ORD), a public repository of structured organic reaction records. The task is: describe an organic reaction: reactants, conditions, products, and yield Starting materials: FC(OC1=C(C=CC=C1)OC(F)F)F (1,2-bis(difluoromethoxy)-benzene), [N+](=O)(O)[O-] (nitric acid), C([O-])(O)=O.[K+] (potassium bicarbonate). The solvent is ClCCl (dichloromethane). Yields the product FC(OC1=C(C=C(C=C1)[N+](=O)[O-])OC(F)F)F (1,2-Bis-(Difluoromethoxy)-4-nitro-benzene). As a reaction SMILES: [F:1][CH:2]([F:14])[O:3][C:4]1[CH:9]=[CH:8][CH:7]=[CH:6][C:5]=1[O:10][CH:11]([F:13])[F:12].[N+:15]([O-])([OH:17])=[O:16].C(=O)(O)[O-].[K+]>ClCCl>[F:1][CH:2]([F:14])[O:3][C:4]1[CH:9]=[CH:8][C:7]([N+:15]([O-:17])=[O:16])=[CH:6][C:5]=1[O:10][CH:11]([F:13])[F:12] |f:2.3|. Reported procedure: A solution of 15 g of 1,2-bis(difluoromethoxy)-benzene and 15 ml of 100% strength nitric acid in 150 ml of dichloromethane is stirred at room temperature for 7 hours. The mixture is neutralized with potassium bicarbonate solution and the organic layer is separated off and chromatographed on silica gel by means of cyclohexane/ethyl acetate (4:1). 1,2-Bis-(Difluoromethoxy)-4-nitro-benzene is obtained. This is hydrogenated and acetylated analogously to Example 21a to give N-[3,4-bis(difluoromethoxy... Starting materials: 3h, ethyl ester, C1(CCCCC1)=CC(=O)OCC (ethyl cyclohexylideneacetate), aqueous solution, [OH-].[Na+] (sodium hydroxide). The solvent is C(C)O (ethanol). The product is C1(CCCCC1)=CC(=O)O (cyclohexylideneacetic acid). Yield: 72.0%. Reaction SMILES: [C:1]1(=[CH:7][C:8]([O:10]CC)=[O:9])[CH2:6][CH2:5][CH2:4][CH2:3][CH2:2]1.[OH-].[Na+]>C(O)C>[C:1]1(=[CH:7][C:8]([OH:10])=[O:9])[CH2:6][CH2:5][CH2:4][CH2:3][CH2:2]1 |f:1.2|. Reported procedure: The ethyl ester from (a) (343 mg, 2.04 mmol) was dissolved in ethanol (5 ml). A 5M aqueous solution of sodium hydroxide (0.82 ml, 4.04 mmol) was added. The solution was stirred at reflux for 3h whereupon a precipitate was formed, and all starting material had disappeared as indicated by tlc. After cooling, the ethanol was removed by evaporation and water (10 ml) was added. The basic solution was extracted with dichloromethane (10 ml) which was discarded. The aqueous layer was acidified with 2M h... Starting materials: CCc1ccccc1Nc1nccc2[nH]cc(-c3ccc(Cl)cc3)c(=O)c12, CI, [K+], [K+], O=C([O-])[O-], CN(C)C=O. Yields the product CCc1ccccc1Nc1nccc2c1c(=O)c(-c1ccc(Cl)cc1)cn2C. RXN SMILES: [Cl:1][c:2]1[cH:3][cH:4][c:5](-[c:8]2[cH:9][nH:10][c:11]3[cH:12][cH:13][n:14][c:15]([NH:19][c:20]4[c:21]([CH2:22][CH3:23])[cH:24][cH:25][cH:26][cH:27]4)[c:16]3[c:17]2=[O:18])[cH:6][cH:7]1.[I:34][CH3:35].[K+:28].[K+:29].[O-:30][C:31]([O-:32])=[O:33].[O:36]=[CH:37][N:38]([CH3:39])[CH3:40]>>[Cl:1][c:2]1[cH:3][cH:4][c:5](-[c:8]2[cH:9][n:10]([CH3:31])[c:11]3[cH:12][cH:13][n:14][c:15]([NH:19][c:20]4[c:21]([CH2:22][CH3:23])[cH:24][cH:25][cH:26][cH:27]4)[c:16]3[c:17]2=[O:18])[cH:6][cH:7]1.